Dataset: the Open Reaction Database (ORD), a public repository of structured organic reaction records. Task: describe an organic reaction: reactants, conditions, products, and yield Starting materials: ice, OC1C(CN(CC1)C(=O)OC(C)(C)C)(C(=O)OC)C (O1-tert-butyl O3-methyl 4-hydroxy-3-methyl-piperidine-1,3-dicarboxylate), Cl.O1CCOCC1 (HCl dioxane). Reported procedure: To an ice-cold solution of O1-tert-butyl O3-methyl 4-hydroxy-3-methyl-piperidine-1,3-dicarboxylate (0.5 g, 1.83 mmol) in 1,4-dioxane (10 mL) was added HCl-dioxane (4 M, 5 mL) solution. The resulting mixture was stirred at rt for 30 min. After reaction completion (by TLC), solvent was evaporated to obtain the desired product as a solid (0.4 g). MS: 174.13 [M+H]+. The solvent is O1CCOCC1 (1,4-dioxane). RXN SMILES: [OH:1][CH:2]1[CH2:7][CH2:6][N:5](C(OC(C)(C)C)=O)[CH2:4][C:3]1([CH3:19])[C:15]([O:17][CH3:18])=[O:16].[ClH:20].O1CCOCC1>O1CCOCC1>[ClH:20].[OH:1][CH:2]1[CH2:7][CH2:6][NH:5][CH2:4][C:3]1([CH3:19])[C:15]([O:17][CH3:18])=[O:16] |f:1.2,4.5|. Yields the product Cl.OC1C(CNCC1)(C(=O)OC)C (Methyl 4-hydroxy-3-methyl-piperidine-3-carboxylate hydrochloride). Run at time 30 minute. Reactants: C(C)(=O)NNC(=O)C1=NC2=C(C=CC=C2C=C1[C@H](C)N1C(C2=CC=CC=C2C1=O)=O)Cl ((S)—N′-acetyl-8-chloro-3-(1-(1,3-dioxoisoindolin-2-yl)-ethyl)quinoline-2-carbohydrazide), COC=1C=CC(=CC1)P2(=S)SP(=S)(S2)C=3C=CC(=CC3)OC (Lawesson's reagent). The solvent is C1CCOC1 (THF), C1(=CC=CC=C1)C (toluene). Conditions: temperature 120 celsius. The product is ClC=1C=CC=C2C=C(C(=NC12)C=1SC(=NN1)C)[C@H](C)N1C(C2=CC=CC=C2C1=O)=O (2-((S)-1-(8-chloro-2-(5-methyl-1,3,4-thiadiazol-2-yl)quinolin-3-yl)ethyl)isoindoline-1,3-dione). As a reaction SMILES: [C:1]([NH:4][NH:5][C:6]([C:8]1[C:17]([C@@H:18]([N:20]2[C:28](=[O:29])[C:27]3[C:22](=[CH:23][CH:24]=[CH:25][CH:26]=3)[C:21]2=[O:30])[CH3:19])=[CH:16][C:15]2[C:10](=[C:11]([Cl:31])[CH:12]=[CH:13][CH:14]=2)[N:9]=1)=O)(=O)[CH3:2].COC1C=CC(P2(SP(C3C=CC(OC)=CC=3)(=S)S2)=[S:41])=CC=1>C1COCC1.C1(C)C=CC=CC=1>[Cl:31][C:11]1[CH:12]=[CH:13][CH:14]=[C:15]2[C:10]=1[N:9]=[C:8]([C:6]1[S:41][C:1]([CH3:2])=[N:4][N:5]=1)[C:17]([C@@H:18]([N:20]1[C:28](=[O:29])[C:27]3[C:22](=[CH:23][CH:24]=[CH:25][CH:26]=3)[C:21]1=[O:30])[CH3:19])=[CH:16]2. Procedure details: To a stirred solution of (S)—N′-acetyl-8-chloro-3-(1-(1,3-dioxoisoindolin-2-yl)-ethyl)quinoline-2-carbohydrazide (85 mg, 0.19 mmol) in THF (1.5 mL) and toluene (3.0 mL) was added Lawesson's reagent (118 mg, 0.29 mmol). The reaction was heated in the microwave at 120° C. for 20 minutes and then cooled to room temperature and purified by column chromatography (SiO2, 12 g, hexanes:ethyl acetate, 1:0 to 1:1) to give 2-((S)-1-(8-chloro-2-(5-methyl-1,3,4-thiadiazol-2-yl)quinolin-3-yl)ethyl)isoindoline... Reactants: CCOC(=O)C(Br)c1ccc(C2CCCCC2)c(Cl)c1, CC(C)=O, [I-], [Na+]. Yields the product CCOC(=O)C(I)c1ccc(C2CCCCC2)c(Cl)c1. Reaction SMILES: [Br:1][CH:2]([C:3](=[O:4])[O:5][CH2:6][CH3:7])[c:8]1[cH:9][c:10]([Cl:20])[c:11]([CH:14]2[CH2:15][CH2:16][CH2:17][CH2:18][CH2:19]2)[cH:12][cH:13]1.[CH3:23][C:24](=[O:25])[CH3:26].[I-:22].[Na+:21]>>[CH:2]([C:3](=[O:4])[O:5][CH2:6][CH3:7])([c:8]1[cH:9][c:10]([Cl:20])[c:11]([CH:14]2[CH2:15][CH2:16][CH2:17][CH2:18][CH2:19]2)[cH:12][cH:13]1)[I:22]. Reactants: C(C)(C)C1=CC(=CC=C1)C(C)C (m-diisopropylbenzene), [O-]O.C(C)(C)C1=CC(=CC=C1)C(C)C (m-diisopropylbenzene monohydroperoxide), [OH-].[Na+] (sodium hydroxide), [O-]O (hydroperoxide), OOO.C(C)(C)C1=CC(=CC=C1)C(C)C (m-diisopropylbenzene hydroxyhydroperoxide), [O-]O.C(C)(C)C1=C(C=CC=C1)C(C)C (diisopropylbenzene monohydroperoxide), [O-]O.[O-]O.C(C)(C)C1=CC(=CC=C1)C(C)C (m-diisopropylbenzene dihydroperoxide). Conditions: temperature 90 celsius. Product: C(C)(C)C1=C(C=CC=C1)C(C)C (Diisopropylbenzene). Reaction SMILES: C(C1C=CC=C(C(C)C)C=1)(C)C.[O-]O.C(C1C=CC=C(C(C)C)C=1)(C)C.[OH-].[Na+].[O-]O.[O-]O.[CH:33]([C:36]1[CH:41]=[CH:40][CH:39]=[CH:38][C:37]=1[CH:42]([CH3:44])[CH3:43])([CH3:35])[CH3:34].[O-]O.[O-]O.C(C1C=CC=C(C(C)C)C=1)(C)C.OOO.C(C1C=CC=C(C(C)C)C=1)(C)C>>[CH:42]([C:37]1[CH:38]=[CH:39][CH:40]=[CH:41][C:36]=1[CH:33]([CH3:35])[CH3:34])([CH3:44])[CH3:43] |f:1.2,3.4,6.7,8.9.10,11.12|. Reported procedure: Three hundred parts of m-diisopropylbenzene (m-DIPB) were mixed with 30 parts of m-diisopropylbenzene monohydroperoxide (MHP; initiator) and 10 parts of 4% aqueous sodium hydroxide (catalyst) in a 1 liter Parr reactor and oxidized by passing air at the rate of 20 liters/hour with good agitation. The temperature of the oxidation reaction mixture was maintained at about 90° C. The oxidation was continued until the product contained 70 to 75% hydroperoxide (determined by the iodimetric titration an... Reactants: COC=1C=C2C(=NC=NC2=CC1OC)N1CCC(CC1)N1C(NC2=CC=C(C=C2C1=O)[N+](=O)[O-])=O (3-[1-(6,7-dimethoxy-4-quinazolinyl)-4-piperidinyl]-1,2,3,4-tetrahydro-6-nitro-2,4-dioxoquinazoline), C(C1=CC=CC=C1)Br (benzyl bromide). Product: C(C1=CC=CC=C1)N1C(N(C(C2=CC(=CC=C12)[N+](=O)[O-])=O)C1CCN(CC1)C1=NC=NC2=CC(=C(C=C12)OC)OC)=O (1-Benzyl-3-[1-(6,7-dimethoxy-4-quinazolinyl)-4-piperidinyl]-1,2,3,4-tetrahydro-6-nitro-2,4-dioxo-quinazoline). Yield: 80.0%. Reaction SMILES: [CH3:1][O:2][C:3]1[CH:4]=[C:5]2[C:10](=[CH:11][C:12]=1[O:13][CH3:14])[N:9]=[CH:8][N:7]=[C:6]2[N:15]1[CH2:20][CH2:19][CH:18]([N:21]2[C:30](=[O:31])[C:29]3[C:24](=[CH:25][CH:26]=[C:27]([N+:32]([O-:34])=[O:33])[CH:28]=3)[NH:23][C:22]2=[O:35])[CH2:17][CH2:16]1.[CH2:36](Br)[C:37]1[CH:42]=[CH:41][CH:40]=[CH:39][CH:38]=1>>[CH2:36]([N:23]1[C:24]2[C:29](=[CH:28][C:27]([N+:32]([O-:34])=[O:33])=[CH:26][CH:25]=2)[C:30](=[O:31])[N:21]([CH:18]2[CH2:19][CH2:20][N:15]([C:6]3[C:5]4[C:10](=[CH:11][C:12]([O:13][CH3:14])=[C:3]([O:2][CH3:1])[CH:4]=4)[N:9]=[CH:8][N:7]=3)[CH2:16][CH2:17]2)[C:22]1=[O:35])[C:37]1[CH:42]=[CH:41][CH:40]=[CH:39][CH:38]=1. Reported procedure: The procedure similar to that described in Example 1 was repeated, except that 200 mg (0.42 mmol) of Compound 24 was used and benzyl bromide was used in place of methyl iodide. As a result, 190.5 mg (yield: 80%) of Compound 8 was obtained as pale yellow crystals. The reactants are C(O)([O-])=O.[Na+] (sodium hydrogen carbonate), Cl.N=C1SC=C(N1)C(C(=O)NC1[C@@H]2N(C(=C(CS2)COC(C(O)C2=CC=CC=C2)=O)C(=O)O)C1=O)=NO (7-[2-(2-imino-4-thiazolin-4-yl)-2-hydroxyimino-acetamido]-3-(mandelyloxymethyl)-3-cephem-4-carboxylic acid hydrochloride), [OH-].[Na+] (sodium hydroxide), O (water). Conditions: time 1 hour. Yields the product N=C1SC=C(N1)C(C(=O)NC1[C@@H]2N(C(=C(CS2)CO)C(=O)[O-])C1=O)=NO.[Na+] (sodium 7-[2-(2-imino-4-thiazolin-4-yl)-2-hydroxyimino-acetamido]-3-hydroxymethyl-3-cephem-4-carboxylate). RXN SMILES: C(=O)([O-])O.[Na+:5].[OH-].[Na+].O.Cl.[NH:10]=[C:11]1[NH:15][C:14]([C:16](=[N:44][OH:45])[C:17]([NH:19][CH:20]2[C:42](=[O:43])[N:22]3[C:23]([C:39]([OH:41])=[O:40])=[C:24]([CH2:27][O:28]C(=O)C(C4C=CC=CC=4)O)[CH2:25][S:26][C@H:21]23)=[O:18])=[CH:13][S:12]1>>[NH:10]=[C:11]1[NH:15][C:14]([C:16](=[N:44][OH:45])[C:17]([NH:19][CH:20]2[C:42](=[O:43])[N:22]3[C:23]([C:39]([O-:41])=[O:40])=[C:24]([CH2:27][OH:28])[CH2:25][S:26][C@H:21]23)=[O:18])=[CH:13][S:12]1.[Na+:5] |f:0.1,2.3,5.6,7.8|. Procedure details: In 5 ml of there was dissolved 0.57 g of 7-[2-(2-imino-4-thiazolin-4-yl)-2-hydroxyimino-acetamido]-3-(mandelyloxymethyl)-3-cephem-4-carboxylic acid hydrochloride (syn-isomer) together with 0.17 g of sodium hydrogen carbonate and, while the mixed solution was stirred under ice-cooling, 0.55 ml of 2N-sodium hydroxide was added. The mixture was stirred at that temperature for 3 hours and, then, at room temperature for 1 hour. The reaction mixture was subjected to column chromatography on polystyren... The reactants are CCOC(=O)C(C)(Cc1ccc(OCCC2CN(Cc3ccc(C(F)(F)F)cc3)C(=O)N2C)cc1)OCC, CCO, [Na+], [OH-]. The product is CCOC(C)(Cc1ccc(OCCC2CN(Cc3ccc(C(F)(F)F)cc3)C(=O)N2C)cc1)C(=O)O. As a reaction SMILES: [CH2:1]([CH3:2])[O:3][C:4]([C:5]([CH2:6][c:7]1[cH:8][cH:9][c:10]([O:13][CH2:14][CH2:15][CH:16]2[N:17]([CH3:33])[C:18](=[O:32])[N:19]([CH2:21][c:22]3[cH:23][cH:24][c:25]([C:28]([F:29])([F:30])[F:31])[cH:26][cH:27]3)[CH2:20]2)[cH:11][cH:12]1)([CH3:34])[O:35][CH2:36][CH3:37])=[O:38].[CH3:41][CH2:42][OH:43].[Na+:40].[OH-:39]>>[O:3]=[C:4]([C:5]([CH2:6][c:7]1[cH:8][cH:9][c:10]([O:13][CH2:14][CH2:15][CH:16]2[N:17]([CH3:33])[C:18](=[O:32])[N:19]([CH2:21][c:22]3[cH:23][cH:24][c:25]([C:28]([F:29])([F:30])[F:31])[cH:26][cH:27]3)[CH2:20]2)[cH:11][cH:12]1)([CH3:34])[O:35][CH2:36][CH3:37])[OH:38].